This data is from the Open Reaction Database (ORD), a public repository of structured organic reaction records. The task is: describe an organic reaction: reactants, conditions, products, and yield Starting materials: CC1(COC=2C1=C(C=CC2C)O)C (3,3,7-trimethyl-2,3-dihydro-1-benzofuran-4-ol), CC1(COC=2C1=C(C=CC2C)O)C (3,3,7-trimethyl-2,3-dihydro-1-benzofuran-4-ol), ClC1=NC=C(C=C1)[N+](=O)[O-] (2-chloro-5-nitropyridine), C(=O)([O-])[O-].[K+].[K+] (K2CO3). The solvent is O (water), C(C)(=O)OCC (ethyl acetate), CC#N (CH3CN). Run at temperature 60 celsius. Product: [N+](=O)([O-])C=1C=CC(=NC1)OC1=CC=C(C2=C1C(CO2)(C)C)C (5-nitro-2-[(3,3,7-trimethyl-2,3-dihydro-1-benzofuran-4-yl)oxy]pyridine). Isolated yield 61.3%. RXN SMILES: [CH3:1][C:2]1([CH3:13])[C:6]2=[C:7]([OH:12])[CH:8]=[CH:9][C:10]([CH3:11])=[C:5]2[O:4][CH2:3]1.Cl[C:15]1[CH:20]=[CH:19][C:18]([N+:21]([O-:23])=[O:22])=[CH:17][N:16]=1.C([O-])([O-])=O.[K+].[K+]>CC#N.O.C(OCC)(=O)C>[N+:21]([C:18]1[CH:19]=[CH:20][C:15]([O:12][C:7]2[C:6]3[C:2]([CH3:13])([CH3:1])[CH2:3][O:4][C:5]=3[C:10]([CH3:11])=[CH:9][CH:8]=2)=[N:16][CH:17]=1)([O-:23])=[O:22] |f:2.3.4|. Procedure: 3,3,7-trimethyl-2,3-dihydro-1-benzofuran-4-ol (Intermediate 184, 0.9 g, 5.0 mmol) was dissolved in CH3CN (5 mL) in the presence of 2-chloro-5-nitropyridine (790 mg, 5.0 mmol) and K2CO3 (1.72 g, 12.5 mmol) and the resulting suspension was heated to 60° C. for 1.5 hrs. The mixture was then cooled to room temperature and diluted with water and ethyl acetate. Two phases were separated and the organic layer was washed with brine, then dried over Na2SO4 and evaporated to dryness, The residue was purif... Yields the product OC(CCCN1CCC2C(C1)c1cc(F)ccc1N2c1ccc(F)cc1)c1ccc(F)cc1. RXN SMILES: [C:38]([BH3-:39])#[N:40].[CH3:42][OH:43].[ClH:3].[F:25][c:26]1[cH:27][cH:28][c:29]([CH:32]2[CH2:33][CH2:34][CH:35]([OH:37])[O:36]2)[cH:30][cH:31]1.[F:4][c:5]1[cH:6][c:7]2[c:11]([cH:12][cH:13]1)[N:10]([c:14]1[cH:15][cH:16][c:17]([F:20])[cH:18][cH:19]1)[CH:9]1[CH:8]2[CH2:24][NH:23][CH2:22][CH2:21]1.[K+:2].[Na+:41].[OH-:1]>>[F:4][c:5]1[cH:6][c:7]2[c:11]([cH:12][cH:13]1)[N:10]([c:14]1[cH:15][cH:16][c:17]([F:20])[cH:18][cH:19]1)[CH:9]1[CH:8]2[CH2:24][N:23]([CH2:35][CH2:34][CH2:33][CH:32]([c:29]2[cH:28][cH:27][c:26]([F:25])[cH:31][cH:30]2)[OH:36])[CH2:22][CH2:21]1. Reactants: [BH3-]C#N, CO, Cl, OC1CCC(c2ccc(F)cc2)O1, Fc1ccc(N2c3ccc(F)cc3C3CNCCC32)cc1, [K+], [Na+], [OH-]. Starting materials: C(C)(=O)OCC (Ethyl acetate), BrC1=CC=C2NC(C(NC2=C1CO)=O)(C)C (7-bromo-8-hydroxymethyl-3,3-dimethyl-3,4-dihydro-1H-quinoxalin-2-one), CI (methyl iodide), C([O-])([O-])=O.[Cs+].[Cs+] (cesium carbonate). The solvent is O (water), CN(C=O)C (N,N-dimethylformamide). Conditions: time 2.5 hour. The product is BrC1=CC=C2NC(C(N(C2=C1CO)C)=O)(C)C (7-Bromo-8-hydroxymethyl-1,3,3-trimethyl-3,4-dihydro-1H-quinoxalin-2-one). The yield is 69.0%. Reaction SMILES: [Br:1][C:2]1[C:11]([CH2:12][OH:13])=[C:10]2[C:5]([NH:6][C:7]([CH3:16])([CH3:15])[C:8](=[O:14])[NH:9]2)=[CH:4][CH:3]=1.CI.[C:19](=O)([O-])[O-].[Cs+].[Cs+].C(OCC)(=O)C>CN(C)C=O.O>[Br:1][C:2]1[C:11]([CH2:12][OH:13])=[C:10]2[C:5]([NH:6][C:7]([CH3:16])([CH3:15])[C:8](=[O:14])[N:9]2[CH3:19])=[CH:4][CH:3]=1 |f:2.3.4|. Procedure: A mixture of 7-bromo-8-hydroxymethyl-3,3-dimethyl-3,4-dihydro-1H-quinoxalin-2-one (Reference Compound No. 1-(7), 62.7 mg, 0.220 mmol), methyl iodide (68.6 μL, 1.10 mmol), and cesium carbonate (180 mg, 0.552 mmol) was suspended in anhydrous N,N-dimethylformamide (1 mL) and stirred at room temperature for 2.5 hours. Ethyl acetate (10 mL) and water (10 mL) were added to the reaction mixture and partitioned. The organic layer was washed with saturated brine (10 mL), dried over anhydrous magnesium su...